Dataset: the Open Reaction Database (ORD), a public repository of structured organic reaction records. Task: describe an organic reaction: reactants, conditions, products, and yield The reactants are C(C)(C)(C)OC(=O)C#CCC(C(C(CC1CCCCC1)N)O)O ((tert-butyloxylcarbonyl]-6-(amino)-4,5-dihydroxy-7-cyclohexyl-1-heptyne), FC(C(=O)O)(F)F (trifluoroacetic acid), CCOC(=O)C (EtOAc). Run in CCCCCC (hexane), C(Cl)Cl (CH2Cl2). Product: N[C@H]([C@H]([C@H](CC#C)O)O)CC1CCCCC1 ((4S,5R,6S)-6-amino-7-cyclohexyl-4,5-dihydroxy-1-heptyne). Isolated yield 100.0%. Reaction SMILES: C(OC([C:8]#[C:9][CH2:10][CH:11]([OH:23])[CH:12]([OH:22])[CH:13]([NH2:21])[CH2:14][CH:15]1[CH2:20][CH2:19][CH2:18][CH2:17][CH2:16]1)=O)(C)(C)C.FC(F)(F)C(O)=O.CCOC(C)=O>C(Cl)Cl.CCCCCC>[NH2:21][C@@H:13]([CH2:14][CH:15]1[CH2:16][CH2:17][CH2:18][CH2:19][CH2:20]1)[C@@H:12]([OH:22])[C@@H:11]([OH:23])[CH2:10][C:9]#[CH:8]. Reported procedure: To a solution of the diol heptyne of Step 6 isomer (2.85 mmol) in CH2Cl2 (5.5 mL) was added trifluoroacetic acid (71.3 mmol). The reaction was monitored by TLC (50% EtOAc in hexane). After 30 minutes the solution was concentrated and an aqueous 1.0N NaOH solution (7 mL) was added. The solution was extracted with EtOAc (4×10 mL). The organic layer was dried with MgSO4. The filtrate was concentrated to give the title amine as a white sticky solid (0.67 g, 100% yield). The 1H, 13C and APT NMR spect... Reactants: C1(CCCCC1)[Mg]Cl (cyclohexyl magnesium chloride), BrC=1C(N(C=C(C1)C1=NC=CC=C1)C1=CC=CC=C1)=O (3-bromo-5-(2-pyridyl)-1-phenyl-1,2-dihydropyridin-2-one), O (water). The reagents and catalysts are [Ni](Cl)Cl.C1(=CC=CC=C1)P(CCCP(C1=CC=CC=C1)C1=CC=CC=C1)C1=CC=CC=C1 ([1,3-bis(diphenylphosphino)propane] nickel (II) chloride). Run in O1CCCC1 (tetrahydrofuran). Conditions: time 1 hour. Yields the product C1(CCCCC1)C=1C(N(C=C(C1)C1=NC=CC=C1)C1=CC=CC=C1)=O (3-Cyclohexyl-5-(2-pyridyl)-1-phenyl-1,2-dihydropyridin-2-one). As a reaction SMILES: Br[C:2]1[C:3](=[O:20])[N:4]([C:14]2[CH:19]=[CH:18][CH:17]=[CH:16][CH:15]=2)[CH:5]=[C:6]([C:8]2[CH:13]=[CH:12][CH:11]=[CH:10][N:9]=2)[CH:7]=1.[CH:21]1([Mg]Cl)[CH2:26][CH2:25][CH2:24][CH2:23][CH2:22]1.O>O1CCCC1.[Ni](Cl)Cl.C1(P(C2C=CC=CC=2)CCCP(C2C=CC=CC=2)C2C=CC=CC=2)C=CC=CC=1>[CH:21]1([C:2]2[C:3](=[O:20])[N:4]([C:14]3[CH:19]=[CH:18][CH:17]=[CH:16][CH:15]=3)[CH:5]=[C:6]([C:8]3[CH:13]=[CH:12][CH:11]=[CH:10][N:9]=3)[CH:7]=2)[CH2:26][CH2:25][CH2:24][CH2:23][CH2:22]1 |f:4.5|. Procedure: 34 mg of 3-bromo-5-(2-pyridyl)-1-phenyl-1,2-dihydropyridin-2-one was dissolved in 10 ml of tetrahydrofuran, followed by adding 1 mg of [1,3-bis(diphenylphosphino)propane] nickel (II) chloride. Under stirring in nitrogen atmosphere, 0.1 ml of cyclohexyl magnesium chloride (2.0M ether solution) was added dropwise thereinto. The mixutre was stirred at room temperature in nitrogen atmosphere for 1 hour, followed by heating under reflux for 72 hours. After cooling to room temperature, water was added...